From a dataset of the Open Reaction Database (ORD), a public repository of structured organic reaction records. describe an organic reaction: reactants, conditions, products, and yield Reactants: NC1=C(C=C(C(=C1)O)OC)C(=O)C1=CC=C(C=C1)C(C)C ((2-amino-4-hydroxy-5-methoxy-phenyl)-(4-isopropyl-phenyl)-methanone), COC=1C=C(C=C(C1)OC)C(C=O)(C)C (2-(3,5-dimethoxy-phenyl)-2-methyl-propionaldehyde), [BH3-]C#N.[Na+] (NaCNBH3). Solvent: C(Cl)Cl (CH2Cl2). Run at time 16 hour. The product is COC=1C=C(C=C(C1)OC)C(CNC1=C(C=C(C(=C1)O)OC)C(=O)C1=CC=C(C=C1)C(C)C)(C)C ({2-[2-(3,5-dimethoxy-phenyl)-2-methyl-propylamino]-4-hydroxy-5-methoxy-phenyl}-(4-isopropyl-phenyl)-methanone). RXN SMILES: [NH2:1][C:2]1[CH:7]=[C:6]([OH:8])[C:5]([O:9][CH3:10])=[CH:4][C:3]=1[C:11]([C:13]1[CH:18]=[CH:17][C:16]([CH:19]([CH3:21])[CH3:20])=[CH:15][CH:14]=1)=[O:12].[CH3:22][O:23][C:24]1[CH:25]=[C:26]([C:32]([CH3:36])([CH3:35])[CH:33]=O)[CH:27]=[C:28]([O:30][CH3:31])[CH:29]=1.[BH3-]C#N.[Na+]>C(Cl)Cl>[CH3:31][O:30][C:28]1[CH:27]=[C:26]([C:32]([CH3:36])([CH3:35])[CH2:33][NH:1][C:2]2[CH:7]=[C:6]([OH:8])[C:5]([O:9][CH3:10])=[CH:4][C:3]=2[C:11]([C:13]2[CH:18]=[CH:17][C:16]([CH:19]([CH3:21])[CH3:20])=[CH:15][CH:14]=2)=[O:12])[CH:25]=[C:24]([O:23][CH3:22])[CH:29]=1 |f:2.3|. Procedure details: A mixture of 41.1 mg (144 μmol) (2-amino-4-hydroxy-5-methoxy-phenyl)-(4-isopropyl-phenyl)-methanone, 45 mg (216 mmol) 2-(3,5-dimethoxy-phenyl)-2-methyl-propionaldehyde, 180 mg molecular sieves (pore size 4 Å) and 0.50 ml CH2Cl2 is stirred for 90 min before 8.23 μl (144 μmol) and 22 mg NaCNBH3 are added. After 16 h the excess of reducing agent is destroyed by addition of 1 M hydrochloric acid and the mixture is basified with 1 M sodium hydroxide solution. The product is extracted with CH2Cl2 and ... Starting materials: CCO, CSCc1noc(C(C)c2ccc(-c3ccccc3)c(F)c2)n1, [O-][I+3]([O-])([O-])[O-], [Na+], O. The product is CC(c1ccc(-c2ccccc2)c(F)c1)c1nc(CS(C)=O)no1. Reaction SMILES: [CH3:30][CH2:31][OH:32].[F:1][c:2]1[cH:3][c:4]([CH:5]([CH3:6])[c:7]2[n:8][c:9]([CH2:12][S:13][CH3:14])[n:10][o:11]2)[cH:15][cH:16][c:17]1-[c:18]1[cH:19][cH:20][cH:21][cH:22][cH:23]1.[I+3:24]([O-:25])([O-:26])([O-:27])[O-:28].[Na+:29].[OH2:33]>>[F:1][c:2]1[cH:3][c:4]([CH:5]([CH3:6])[c:7]2[n:8][c:9]([CH2:12][S:13]([CH3:14])=[O:25])[n:10][o:11]2)[cH:15][cH:16][c:17]1-[c:18]1[cH:19][cH:20][cH:21][cH:22][cH:23]1. The reactants are O=S(=O)(Nc1cc(Br)cnc1Cl)N1CCCCC1, O=C([O-])[O-], C1CCOC1, CC(=O)Nc1nc2ccc(B3OC(C)(C)C(C)(C)O3)cc2s1, [Cs+], [Cs+], O. The product is CC(=O)Nc1nc2ccc(-c3cnc(Cl)c(NS(=O)(=O)N4CCCCC4)c3)cc2s1. RXN SMILES: [Br:29][c:30]1[cH:31][c:32]([NH:37][S:38](=[O:39])(=[O:40])[N:41]2[CH2:42][CH2:43][CH2:44][CH2:45][CH2:46]2)[c:33]([Cl:36])[n:34][cH:35]1.[C:23](=[O:24])([O-:25])[O-:26].[CH2:48]1[O:49][CH2:50][CH2:51][CH2:52]1.[CH3:1][C:2]1([CH3:3])[C:4]([CH3:5])([CH3:6])[O:7][B:8]([c:9]2[cH:10][c:11]3[c:12]([n:13][c:14]([NH:16][C:17]([CH3:18])=[O:19])[s:15]3)[cH:20][cH:21]2)[O:22]1.[Cs+:27].[Cs+:28].[OH2:47]>>[c:9]1(-[c:30]2[cH:31][c:32]([NH:37][S:38](=[O:39])(=[O:40])[N:41]3[CH2:42][CH2:43][CH2:44][CH2:45][CH2:46]3)[c:33]([Cl:36])[n:34][cH:35]2)[cH:10][c:11]2[c:12]([n:13][c:14]([NH:16][C:17]([CH3:18])=[O:19])[s:15]2)[cH:20][cH:21]1. Reactants: C(C)(C)N(C(C)C)CC (N,N-diisopropylethylamine), CS(=O)C (dimethyl sulfoxide), N=1SN=C2C1C=CC=C2S(=O)(=O)OC=2C=C(OCCCO)C=C(C2)C (3-[3-(benzo-2,1,3-thiadiazole-4-sulfonyloxy)-5-methylphenoxy]propanol). Solvent: ClCCl (dichloromethane). Reaction conditions: time 1 hour. Yields the product N=1SN=C2C1C=CC=C2S(=O)(=O)OC=2C=C(OCCC=O)C=C(C2)C (3-[3-(Benzo-2,1,3-thiadiazole-4-sulfonyloxy)-5-methylphenoxy]propionaldehyde). Isolated yield 79.3%. RXN SMILES: [N:1]1[S:2][N:3]=[C:4]2[C:9]([S:10]([O:13][C:14]3[CH:15]=[C:16]([CH:22]=[C:23]([CH3:25])[CH:24]=3)[O:17][CH2:18][CH2:19][CH2:20][OH:21])(=[O:12])=[O:11])=[CH:8][CH:7]=[CH:6][C:5]=12.C(N(CC)C(C)C)(C)C.CS(C)=O>ClCCl>[N:1]1[S:2][N:3]=[C:4]2[C:9]([S:10]([O:13][C:14]3[CH:15]=[C:16]([CH:22]=[C:23]([CH3:25])[CH:24]=3)[O:17][CH2:18][CH2:19][CH:20]=[O:21])(=[O:12])=[O:11])=[CH:8][CH:7]=[CH:6][C:5]=12. Reported procedure: Sulfur trioxide pyridine complex (720 mg, 4.5 mmol) was added to a solution of 3-[3-(benzo-2,1,3-thiadiazole-4-sulfonyloxy)-5-methylphenoxy]propanol (565 mg, 1.5 mmol), as prepared in the preceding step, N,N-diisopropylethylamine (0.6 mL, 4.7 mmol) and anhydrous dimethyl sulfoxide (0.3 mL, 4.2 mmol) in anhydrous dichloromethane (15 mL). The reaction mixture was stirred at ambient temperature for 1 hour and then quenched with 10% aqueous citric acid (50 mL). The mixture was extracted into dichlor... Reactants: Cc1cn(C2([SiH](C)C)CC(OC(C)(C)C)C(C=O)(CO)O2)c(=O)[nH]c1=O, c1ccncc1. Yields the product Cc1c[nH]c(=O)[nH]c1=O. RXN SMILES: [C:1]([O:2][CH:3]1[C:4]([CH:5]=[O:6])([CH2:7][OH:8])[O:9][C:10]([SiH:11]([CH3:12])[CH3:13])([n:15]2[c:16](=[O:17])[nH:18][c:19](=[O:20])[c:21]([CH3:22])[cH:23]2)[CH2:14]1)([CH3:24])([CH3:25])[CH3:26].[cH:27]1[cH:28][cH:29][n:30][cH:31][cH:32]1>>[nH:15]1[c:16](=[O:17])[nH:18][c:19](=[O:20])[c:21]([CH3:22])[cH:23]1. Reactants: [H-].[Na+] (sodium hydride), O (water), C1(=CC=CC=C1)C1(C(NC(N1)=O)=O)C1=CC=CC=C1 (5,5-diphenylimidazolidine-2,4-dione), C1=C(C=CC2=CC=CC=C12)C(=O)Cl (2-naphthoyl chloride). Run in O1CCCC1 (tetrahydrofuran), C(C)(=O)OCC (ethyl acetate). Reaction conditions: time 30 minute. Product: C1=C(C=CC2=CC=CC=C12)C(=O)N1C(NC(C1=O)(C1=CC=CC=C1)C1=CC=CC=C1)=O (3-(2-Naphthylcarbonyl)-5,5-diphenylimidazolidine-2,4-dione). Yield: 54.7%. RXN SMILES: [C:1]1([C:7]2([C:14]3[CH:19]=[CH:18][CH:17]=[CH:16][CH:15]=3)[NH:11][C:10](=[O:12])[NH:9][C:8]2=[O:13])[CH:6]=[CH:5][CH:4]=[CH:3][CH:2]=1.[H-].[Na+].[CH:22]1[C:31]2[C:26](=[CH:27][CH:28]=[CH:29][CH:30]=2)[CH:25]=[CH:24][C:23]=1[C:32](Cl)=[O:33].O>O1CCCC1.C(OCC)(=O)C>[CH:22]1[C:31]2[C:26](=[CH:27][CH:28]=[CH:29][CH:30]=2)[CH:25]=[CH:24][C:23]=1[C:32]([N:9]1[C:8](=[O:13])[C:7]([C:1]2[CH:6]=[CH:5][CH:4]=[CH:3][CH:2]=2)([C:14]2[CH:15]=[CH:16][CH:17]=[CH:18][CH:19]=2)[NH:11][C:10]1=[O:12])=[O:33] |f:1.2|. Procedure details: 0.5 g of 5,5-diphenylimidazolidine-2,4-dione was dissolved in tetrahydrofuran (5 mL), and sodium hydride (60%, in oil) (87 mg) was added at 0° C. under ice-cooling. After stirred for 30 minutes, 2-naphthoyl chloride (415 mg) was added at 0° C., followed by stirring at room temperature for 2.5 hours. After water was carefully added, ethyl acetate (200 mL) was added, and the layers were separated. The resulting organic layer was washed with a saturated brine, and dried over anhydrous magnesium sul... Reactants: Cl (HCl), C(C)(C)(C)NC(=O)C1=CN(C2=NC=C(N=C21)C2=NN(C1=CC=C(C=C21)OC(F)F)CCCC(=O)O)COCC[Si](C)(C)C (4-{3-[7-tert-butylcarbamoyl-5-(2-trimethylsilanylethoxymethyl)-5H-pyrrolo[2,3-b]pyrazin-2-yl]-5-difluoromethoxy-indazol-1-yl}-butyric acid), FC(C(=O)O)(F)F (trifluoroacetic acid), C(CN)N (ethylenediamine), Cl (HCl). Solvent: O (water), ClCCl (dichloromethane). Conditions: time 2 hour. Product: C(C)(C)(C)NC(=O)C1=CNC2=NC=C(N=C21)C2=NN(C1=CC=C(C=C21)OC(F)F)CCCC(=O)O (4-[3-(7-tert-butylcarbamoyl-5H-pyrrolo[2,3-b]pyrazin-2-yl)-5-difluoromethoxy-indazol-1-yl]-butyric acid). The yield is 42.7%. RXN SMILES: [C:1]([NH:5][C:6]([C:8]1[C:16]2[C:11](=[N:12][CH:13]=[C:14]([C:17]3[C:25]4[C:20](=[CH:21][CH:22]=[C:23]([O:26][CH:27]([F:29])[F:28])[CH:24]=4)[N:19]([CH2:30][CH2:31][CH2:32][C:33]([OH:35])=[O:34])[N:18]=3)[N:15]=2)[N:10](COCC[Si](C)(C)C)[CH:9]=1)=[O:7])([CH3:4])([CH3:3])[CH3:2].FC(F)(F)C(O)=O.C(N)CN.Cl>ClCCl.O>[C:1]([NH:5][C:6]([C:8]1[C:16]2[C:11](=[N:12][CH:13]=[C:14]([C:17]3[C:25]4[C:20](=[CH:21][CH:22]=[C:23]([O:26][CH:27]([F:28])[F:29])[CH:24]=4)[N:19]([CH2:30][CH2:31][CH2:32][C:33]([OH:35])=[O:34])[N:18]=3)[N:15]=2)[NH:10][CH:9]=1)=[O:7])([CH3:4])([CH3:2])[CH3:3]. Procedure: In a round-bottomed flask, 4-{3-[7-tert-butylcarbamoyl-5-(2-trimethylsilanylethoxymethyl)-5H-pyrrolo[2,3-b]pyrazin-2-yl]-5-difluoromethoxy-indazol-1-yl}-butyric acid (80 mg, 0.13 mmol) was dissolved in dichloromethane (0.7 ml) and trifluoroacetic acid (0.40 ml, 5.2 mmol) was added. The reaction mixture was stirred at room temperature for 2 h then concentrated. The residue was dissolved in dichloromethane (0.7 ml) and ethylenediamine (0.53 ml, 7.85 mmol) was added. The reaction was stirred at roo... The reactants are C1CCOC1, C1CCOC1, O=C(Cl)C(=O)Cl, ClCCl, Cc1ccc(C(=O)O)cc1I, CN(C)C=O. The product is Cc1ccc(C=O)cc1I. RXN SMILES: [CH2:26]1[O:27][CH2:28][CH2:29][CH2:30]1.[CH2:31]1[O:32][CH2:33][CH2:34][CH2:35]1.[Cl:12][C:13]([C:14]([Cl:15])=[O:16])=[O:17].[Cl:23][CH2:24][Cl:25].[I:1][c:2]1[cH:3][c:4]([C:5](=[O:6])[OH:7])[cH:8][cH:9][c:10]1[CH3:11].[O:18]=[CH:19][N:20]([CH3:21])[CH3:22]>>[I:1][c:2]1[cH:3][c:4]([CH:5]=[O:6])[cH:8][cH:9][c:10]1[CH3:11].